Dataset: the Open Reaction Database (ORD), a public repository of structured organic reaction records. Task: describe an organic reaction: reactants, conditions, products, and yield The reactants are [Cl-].[Na+] (sodium chloride), [H][H] (hydrogen), product, [Cl-].[Na+] (sodium chloride), [N+](=O)([O-])C1=CC=C(C=C1)C=CC1=CC=C(C=C1)[N+](=O)[O-] (4,4'-dinitrostilbene), Cl (hydrochloric acid). The reagents and catalysts are [Fe] (iron), [Fe] (iron), [Fe] (iron), [Fe] (iron). Run in CO (methanol). Conditions: temperature 25 celsius. Yields the product Cl.Cl.NC1=CC=C(C=C1)C=CC1=CC=C(C=C1)N (4,4'-Diaminostilbene Dihydrochloride). Reaction SMILES: [N+:1]([C:4]1[CH:9]=[CH:8][C:7]([CH:10]=[CH:11][C:12]2[CH:17]=[CH:16][C:15]([N+:18]([O-])=O)=[CH:14][CH:13]=2)=[CH:6][CH:5]=1)([O-])=O.[ClH:21].[H][H].[Cl-].[Na+]>[Fe].CO>[ClH:21].[ClH:21].[NH2:1][C:4]1[CH:5]=[CH:6][C:7]([CH:10]=[CH:11][C:12]2[CH:13]=[CH:14][C:15]([NH2:18])=[CH:16][CH:17]=2)=[CH:8][CH:9]=1 |f:3.4,7.8.9|. Reported procedure: A portion (40.5 grams, 0.15 mole) of 4,4'-dinitrostilbene from A above, concentrated hydrochloric acid (250 milliliters) and methanol (200 milliliters) are added to a flask and maintained therein as stirred mixture. Over the next three hour period, 325 mesh powdered iron is added to the reaction mixture in one grams aliquots until a total of 22.0 grams (0.40 mole) has been added. With each added aliquot of iron, heating with vigorous hydrogen evolution occurs causing frothing of the reaction mix... The reactants are C(C(=O)O)(=O)O (oxalic acid), COCN(CCC1=C(C=CC=C1)N1C(CCCC1)=O)C[Si](C)(C)C (1-[2-(2-{(methoxymethyl)[(trimethylsilyl)methyl]amino}ethyl)phenyl]piperidin-2-one), C(=C)C=1SC=C(N1)C (2-ethenyl-4-methyl-1,3-thiazole). The solvent is CC(=O)C (acetone), ClCCl.C(=O)(C(F)(F)F)O (dichloromethane TFA). Conditions: time 8 hour. Product: C(C(=O)O)(=O)O.CC=1N=C(SC1)C1CN(CC1)CCC1=C(C=CC=C1)N1C(CCCC1)=O (1-(2-{2-[3-(4-methyl-1,3-thiazol-2-yl)pyrrolidin-1-yl]ethyl}phenyl) piperidin-2-one oxalate). Isolated yield 47.0%. RXN SMILES: CO[CH2:3][N:4]([CH2:20][Si](C)(C)C)[CH2:5][CH2:6][C:7]1[CH:12]=[CH:11][CH:10]=[CH:9][C:8]=1[N:13]1[CH2:18][CH2:17][CH2:16][CH2:15][C:14]1=[O:19].[CH:25]([C:27]1[S:28][CH:29]=[C:30]([CH3:32])[N:31]=1)=[CH2:26].[C:33]([OH:38])(=[O:37])[C:34]([OH:36])=[O:35]>ClCCl.C(O)(C(F)(F)F)=O.CC(C)=O>[C:33]([OH:38])(=[O:37])[C:34]([OH:36])=[O:35].[CH3:32][C:30]1[N:31]=[C:27]([CH:25]2[CH2:26][CH2:20][N:4]([CH2:5][CH2:6][C:7]3[CH:12]=[CH:11][CH:10]=[CH:9][C:8]=3[N:13]3[CH2:18][CH2:17][CH2:16][CH2:15][C:14]3=[O:19])[CH2:3]2)[S:28][CH:29]=1 |f:3.4,6.7|. Procedure: At 0° C., 1-[2-(2-{(methoxymethyl)[(trimethylsilyl)methyl]amino}ethyl)phenyl]piperidin-2-one a5-2 (696 mg, 2 mmol, 2 eq) is slowly added to 2-ethenyl-4-methyl-1,3-thiazole a5-3 (125 mg, 1 mmol, 1 eq) diluted in dichloromethane/TFA (90 μl/10 μl). The mixture is stirred at room temperature overnight. Solvent is removed under reduced pressure and the residue is purified by basic reverse phase chromatography on silicagel (gradient: acetonitrile/H2O/NH4OH from 30/70/0.1 to 60/40/0.1 in 10 minutes). T... RXN SMILES: [C:46]([BH3-:47])#[N:48].[CH2:36]1[CH2:37][O:38][CH2:39][CH2:40][NH:41]1.[CH3:42][C:43](=[O:44])[OH:45].[CH3:50][OH:51].[CH:1]1([n:6]2[n:7][cH:8][c:9]3[c:10]([C:23](=[O:24])[NH:25][CH2:26][c:27]4[c:28](=[O:35])[nH:29][c:30]([CH3:34])[cH:31][c:32]4[CH3:33])[cH:11][c:12](-[c:15]4[n:16][cH:17][c:18]([CH:21]=[O:22])[cH:19][cH:20]4)[cH:13][c:14]23)[CH2:2][CH2:3][CH2:4][CH2:5]1.[Na+:49]>>[CH:1]1([n:6]2[n:7][cH:8][c:9]3[c:10]([C:23](=[O:24])[NH:25][CH2:26][c:27]4[c:28](=[O:35])[nH:29][c:30]([CH3:34])[cH:31][c:32]4[CH3:33])[cH:11][c:12](-[c:15]4[n:16][cH:17][c:18]([CH2:21][N:41]5[CH2:36][CH2:37][O:38][CH2:39][CH2:40]5)[cH:19][cH:20]4)[cH:13][c:14]23)[CH2:2][CH2:3][CH2:4][CH2:5]1. Yields the product Cc1cc(C)c(CNC(=O)c2cc(-c3ccc(CN4CCOCC4)cn3)cc3c2cnn3C2CCCC2)c(=O)[nH]1. Starting materials: [BH3-]C#N, C1COCCN1, CC(=O)O, CO, Cc1cc(C)c(CNC(=O)c2cc(-c3ccc(C=O)cn3)cc3c2cnn3C2CCCC2)c(=O)[nH]1, [Na+]. Starting materials: S(=O)(=O)(O)O.NO (hydroxylamine sulfate), C(C(O)C(O)C(=O)O)(=O)O (tartaric acid), S(O)(O)(=O)=O (sulfuric acid), O=[Pb]=O (lead peroxide). The solvent is [Pb]=O (lead monoxide), C(C)(=O)O (acetic acid), [Pb]=O (Lead Monoxide), [Pb]=O (lead monoxide), O (Water), [Pb]=O (lead monoxide). Conditions: time 10 minute. Product: [O-2].[O-2].[O-2].[O-]S(=O)(=O)[O-].[Pb+2].[Pb+2].[Pb+2].[Pb+2] (tribasic lead sulfate). Reaction SMILES: S(O)(O)(=O)=[O:2].NO.C(O)(=O)C(C(C(O)=O)O)[OH:10].[O:18]=[Pb:19]=O.[S:21](=[O:25])(=[O:24])([OH:23])[OH:22]>[Pb]=O.C(O)(=O)C.O>[O-2:2].[O-2:10].[O-2:18].[O-:24][S:21]([O-:25])(=[O:23])=[O:22].[Pb+2:19].[Pb+2:19].[Pb+2:19].[Pb+2:19] |f:0.1,8.9.10.11.12.13.14.15|. Reported procedure: Water was added to the starting lead monoxide powder containing 0.89% or 0.07% of PbOn to form a slurry having a PbO concentration of 93 g/l and a pH value of 9.8. A 2-liter capacity beaker was charged with 985 ml of the so prepared lead monoxide slurry, and 0.7 ml of acetic acid having a concentration of 2.2 moles/l was added to the slurry on a water bath under agitation by a glass vane. The mixture was agitated for 10 minutes, and 0.8 ml of hydroxylamine sulfate having a concentration of 0.84 ... The reactants are Cl (HCl), C(C)(=O)O[BH-](OC(C)=O)OC(C)=O.[Na+] (sodium triacetoxyborohydride), ClCC=1N=C(SC1)N (4-(chloromethyl)thiazol-2-amine), COC1=C(C=O)C=CC(=C1)OC (2,4-dimethoxybenzaldehyde), CCN(C(C)C)C(C)C (DIEA). Run in C(C)(=O)O (acetic acid), C(Cl)Cl (DCM). Run at time 8 hour. Yields the product ClCC=1N=C(SC1)NCC1=C(C=C(C=C1)OC)OC (4-(chloromethyl)-N-(2,4-dimethoxybenzyl)thiazol-2-amine). Reaction SMILES: Cl.[Cl:2][CH2:3][C:4]1[N:5]=[C:6]([NH2:9])[S:7][CH:8]=1.[CH3:10][O:11][C:12]1[CH:19]=[C:18]([O:20][CH3:21])[CH:17]=[CH:16][C:13]=1[CH:14]=O.CCN(C(C)C)C(C)C.C(O[BH-](OC(=O)C)OC(=O)C)(=O)C.[Na+]>C(Cl)Cl.C(O)(=O)C>[Cl:2][CH2:3][C:4]1[N:5]=[C:6]([NH:9][CH2:14][C:13]2[CH:16]=[CH:17][C:18]([O:20][CH3:21])=[CH:19][C:12]=2[O:11][CH3:10])[S:7][CH:8]=1 |f:4.5|. Reported procedure: The HCl salt of 4-(chloromethyl)thiazol-2-amine (10 mmol) was suspended in DCM (50 ml), and 2,4-dimethoxybenzaldehyde (1.0 eq. of) and DIEA (1.0 eq.) were added. To the mixture, acetic acid (1 ml) was added followed by addition of sodium triacetoxyborohydride (2.5 eq.) and the reaction was stirred at room temperature overnight. The reaction mixture was filtered through Celite and washed with DCM. The filtrate was concentrated and purified by column chromatography using 0-10% gradient of 7 N ammo... Procedure: Sodium acetate (1.93 g) was added to a mixture of 1-(4-chloro-2-methylsulphonylphenyl)-3-cyclopropyl-2-ethoxymethylenepropan-1,3-dione (8.4 g) and hydroxylamine hydrochloride (1.64 g) in ethanol with stirring. The mixture was stirred at room temperature overnight. It was evaporated and the residue was dissolved in ethyl acetate, washed with water, dried (anhydrous magnesium sulphate) and filtered. The filtrate was evaporated to dryness and the residue was recrystallized from ether to give 4-(4-c... The product is ClC1=CC(=C(C(=O)C=2C=NOC2C2CC2)C=C1)S(=O)(=O)C (4-(4-chloro-2-methylsulphonylbenzoyl)-5-cyclopropylisoxazole), compound 260. The reactants are C(C)(=O)[O-].[Na+] (Sodium acetate), ClC1=CC(=C(C=C1)C(C(C(=O)C1CC1)=COCC)=O)S(=O)(=O)C (1-(4-chloro-2-methylsulphonylphenyl)-3-cyclopropyl-2-ethoxymethylenepropan-1,3-dione), Cl.NO (hydroxylamine hydrochloride). The solvent is C(C)O (ethanol). RXN SMILES: C([O-])(=O)C.[Na+].[Cl:6][C:7]1[CH:12]=[CH:11][C:10]([C:13](=[O:24])[C:14](=[CH:20]OCC)[C:15]([CH:17]2[CH2:19][CH2:18]2)=[O:16])=[C:9]([S:25]([CH3:28])(=[O:27])=[O:26])[CH:8]=1.Cl.[NH2:30]O>C(O)C>[Cl:6][C:7]1[CH:12]=[CH:11][C:10]([C:13]([C:14]2[CH:20]=[N:30][O:16][C:15]=2[CH:17]2[CH2:19][CH2:18]2)=[O:24])=[C:9]([S:25]([CH3:28])(=[O:27])=[O:26])[CH:8]=1 |f:0.1,3.4|. The reactants are CC(=O)O[BH-](OC(C)=O)OC(C)=O, COc1ccccc1C=O, CCN(C(C)C)C(C)C, ClCCl, Cl, Cl, COC(=O)C=Cc1cnc(NC2CCNC2)cn1, [Na+], [Na+], O=C([O-])O. Product: COC(=O)C=Cc1cnc(NC2CCN(Cc3ccccc3OC)C2)cn1. RXN SMILES: [C:40]([O:41][BH-:42]([O:43][C:44](=[O:45])[CH3:46])[O:47][C:48](=[O:49])[CH3:50])(=[O:51])[CH3:52].[CH3:30][O:31][c:32]1[c:33]([CH:34]=[O:35])[cH:36][cH:37][cH:38][cH:39]1.[CH:21]([N:22]([CH2:23][CH3:24])[CH:25]([CH3:26])[CH3:27])([CH3:28])[CH3:29].[Cl:59][CH2:60][Cl:61].[ClH:1].[ClH:2].[NH:3]1[CH2:4][CH:5]([NH:8][c:9]2[n:10][cH:11][c:12]([CH:15]=[CH:16][C:17](=[O:18])[O:19][CH3:20])[n:13][cH:14]2)[CH2:6][CH2:7]1.[Na+:53].[Na+:58].[O-:54][C:55]([OH:56])=[O:57]>>[N:3]1([CH2:34][c:33]2[c:32]([O:31][CH3:30])[cH:39][cH:38][cH:37][cH:36]2)[CH2:4][CH:5]([NH:8][c:9]2[n:10][cH:11][c:12]([CH:15]=[CH:16][C:17](=[O:18])[O:19][CH3:20])[n:13][cH:14]2)[CH2:6][CH2:7]1.